describe an organic reaction: reactants, conditions, products, and yield From a dataset of the Open Reaction Database (ORD), a public repository of structured organic reaction records. The reactants are Oc1ccc(Br)c(F)c1, COCCOC, Cc1ccccc1, OB(O)Oc1cc(F)c(F)c(F)c1, [Na+], [Na+], O=C([O-])[O-], O, c1ccc(P(c2ccccc2)(c2ccccc2)[Pd](P(c2ccccc2)(c2ccccc2)c2ccccc2)(P(c2ccccc2)(c2ccccc2)c2ccccc2)P(c2ccccc2)(c2ccccc2)c2ccccc2)cc1. Yields the product Oc1ccc(-c2cc(F)c(F)c(F)c2)c(F)c1. As a reaction SMILES: [Br:1][c:2]1[c:3]([F:9])[cH:4][c:5]([OH:8])[cH:6][cH:7]1.[CH2:30]([CH2:31][O:32][CH3:33])[O:34][CH3:35].[CH3:113][c:114]1[cH:115][cH:116][cH:117][cH:118][cH:119]1.[F:10][c:11]1[cH:12][c:13]([O:19][B:20]([OH:21])[OH:22])[cH:14][c:15]([F:18])[c:16]1[F:17].[Na+:23].[Na+:24].[O-:25][C:26](=[O:27])[O-:28].[OH2:29].[cH:36]1[cH:37][cH:38][c:39]([P:40]([Pd:41]([P:42]([c:43]2[cH:44][cH:45][cH:46][cH:47][cH:48]2)([c:49]2[cH:50][cH:51][cH:52][cH:53][cH:54]2)[c:55]2[cH:56][cH:57][cH:58][cH:59][cH:60]2)([P:61]([c:62]2[cH:63][cH:64][cH:65][cH:66][cH:67]2)([c:68]2[cH:69][cH:70][cH:71][cH:72][cH:73]2)[c:74]2[cH:75][cH:76][cH:77][cH:78][cH:79]2)[P:80]([c:81]2[cH:82][cH:83][cH:84][cH:85][cH:86]2)([c:87]2[cH:88][cH:89][cH:90][cH:91][cH:92]2)[c:93]2[cH:94][cH:95][cH:96][cH:97][cH:98]2)([c:99]2[cH:100][cH:101][cH:102][cH:103][cH:104]2)[c:105]2[cH:106][cH:107][cH:108][cH:109][cH:110]2)[cH:111][cH:112]1>>[c:2]1(-[c:13]2[cH:12][c:11]([F:10])[c:16]([F:17])[c:15]([F:18])[cH:14]2)[c:3]([F:9])[cH:4][c:5]([OH:8])[cH:6][cH:7]1. The reactants are BrC=1C(=CC(=NC1C)N)C (5-bromo-4,6-dimethylpyridin-2-amine), [OH-].[Na+] (sodium hydroxide), Cl (hydrochloric acid), N(=O)[O-].[Na+] (sodium nitrite). Reagents/catalysts: [Cu]Cl (Copper(I) chloride). Solvent: O (water), C(C)(=O)OCC (Ethyl acetate). Reaction conditions: temperature 0 celsius, time 10 minute. Product: BrC=1C(=NC(=CC1C)Cl)C (3-bromo-6-chloro-2,4-dimethylpyridine). As a reaction SMILES: [Br:1][C:2]1[C:3]([CH3:10])=[CH:4][C:5](N)=[N:6][C:7]=1[CH3:8].[ClH:11].N([O-])=O.[Na+].[OH-].[Na+]>[Cu]Cl.C(OCC)(=O)C.O>[Br:1][C:2]1[C:7]([CH3:8])=[N:6][C:5]([Cl:11])=[CH:4][C:3]=1[CH3:10] |f:2.3,4.5|. Procedure details: 5-bromo-4,6-dimethylpyridin-2-amine (CAS No. 89856-44-0; Aldrich) (4.00 g) was added to a mixed solution of concentrated hydrochloric acid (24 mL) and water (24 mL). The solution was cooled to 0° C., and sodium nitrite (3.57 g) was added, followed by stirring at the same temperature for 10 minutes. Copper(I) chloride (5.91 g) was added to the solution, and the mixture was stirred at 0° C. for five minutes and at room temperature for four hours and 15 minutes. The reaction mixture was cooled to 0... Starting materials: [BH3-]C#N, CO, Cl, FC(F)(F)c1ccc2c(c1)CNCC2, [Na+], O=CCN1CCC(c2ccccc2)(c2ccccc2)C1=O. Yields the product O=C1N(CCN2CCc3ccc(C(F)(F)F)cc3C2)CCC1(c1ccccc1)c1ccccc1. RXN SMILES: [C:37]([BH3-:38])#[N:39].[CH3:41][OH:42].[ClH:1].[F:2][C:3]([c:4]1[cH:5][cH:6][c:7]2[c:12]([cH:13]1)[CH2:11][NH:10][CH2:9][CH2:8]2)([F:14])[F:15].[Na+:40].[O:16]=[C:17]1[N:18]([CH2:34][CH:35]=[O:36])[CH2:19][CH2:20][C:21]1([c:22]1[cH:23][cH:24][cH:25][cH:26][cH:27]1)[c:28]1[cH:29][cH:30][cH:31][cH:32][cH:33]1>>[F:2][C:3]([c:4]1[cH:5][cH:6][c:7]2[c:12]([cH:13]1)[CH2:11][N:10]([CH2:35][CH2:34][N:18]1[C:17](=[O:16])[C:21]([c:22]3[cH:23][cH:24][cH:25][cH:26][cH:27]3)([c:28]3[cH:29][cH:30][cH:31][cH:32][cH:33]3)[CH2:20][CH2:19]1)[CH2:9][CH2:8]2)([F:14])[F:15]. The reactants are C(C)(C)(C)OC(NC1=C(C=C(C=C1)C(F)(F)F)NC(CC(=O)C1=CC(=CC=C1)C1=CC(=NC=C1)C1CC1)=O)=O ((2-{3-[3-(2-cyclopropyl-pyridin-4-yl)-phenyl]-3-oxo-propionylamino}-4-trifluoromethyl-phenyl)-carbamic acid tert-butyl ester), C(=O)(C(F)(F)F)O (TFA). Solvent: C(Cl)Cl (CH2Cl2). Yields the product C1(CC1)C1=NC=CC(=C1)C=1C=C(C=CC1)C1=NC2=C(NC(C1)=O)C=C(C=C2)C(F)(F)F (4-[3-(2-Cyclopropyl-pyridin-4-yl)-phenyl]-8-trifluoromethyl-1,3-dihydro-benzo[b][1,4]diazepin-2-one), solid. The yield is 78.0%. RXN SMILES: C(OC(=O)[NH:7][C:8]1[CH:13]=[CH:12][C:11]([C:14]([F:17])([F:16])[F:15])=[CH:10][C:9]=1[NH:18][C:19](=[O:38])[CH2:20][C:21]([C:23]1[CH:28]=[CH:27][CH:26]=[C:25]([C:29]2[CH:34]=[CH:33][N:32]=[C:31]([CH:35]3[CH2:37][CH2:36]3)[CH:30]=2)[CH:24]=1)=O)(C)(C)C.C(O)(C(F)(F)F)=O>C(Cl)Cl>[CH:35]1([C:31]2[CH:30]=[C:29]([C:25]3[CH:24]=[C:23]([C:21]4[CH2:20][C:19](=[O:38])[NH:18][C:9]5[CH:10]=[C:11]([C:14]([F:15])([F:17])[F:16])[CH:12]=[CH:13][C:8]=5[N:7]=4)[CH:28]=[CH:27][CH:26]=3)[CH:34]=[CH:33][N:32]=2)[CH2:36][CH2:37]1. Reported procedure: The title compound was prepared from (2-{3-[3-(2-cyclopropyl-pyridin-4-yl)-phenyl]-3-oxo-propionylamino}-4-trifluoromethyl-phenyl)-carbamic acid tert-butyl ester (Example M266) (274 mg, 0.51 mmol) by treatment with TFA in CH2Cl2 according to the general procedure N. Obtained as an off-white solid (168 mg, 78%). The reactants are stannous chloride dihydrate, C(C1=CC=CC=C1)OC(=O)N(C1=[N+](C=CC=C1)[O-])CCCN1C(COC2=C1C=CC(=C2)SC(CC(=O)OCC)C2=CC=CC=C2)=O (ethyl 3-[(4-{3-[N-benzyloxycarbonyl-N-(1-oxido-2-pyridinyl)amino]propyl}-3-oxo-3,4-dihydro-2H-1,4-benzoxazin-7-yl)sulfanyl]-3-phenylpropanoate). Reagents/catalysts: [Ti](Cl)(Cl)(Cl)Cl (titanium (IV) chloride). The solvent is O1CCCC1 (tetrahydrofuran). Reaction conditions: temperature 40 celsius. Product: C(C1=CC=CC=C1)OC(=O)N(C1=NC=CC=C1)CCCN1C(COC2=C1C=CC(=C2)SC(CC(=O)OCC)C2=CC=CC=C2)=O (ethyl 3-[(4-{3-[N-benzyloxycarbonyl-N-(2-pyridinyl)amino]-propyl}-3-oxo-3,4-dihydro-2H-1,4-benzoxazin-7-yl)sulfanyl]-3-phenylpropanoate). RXN SMILES: [CH2:1]([O:8][C:9]([N:11]([CH2:19][CH2:20][CH2:21][N:22]1[C:27]2[CH:28]=[CH:29][C:30]([S:32][CH:33]([C:40]3[CH:45]=[CH:44][CH:43]=[CH:42][CH:41]=3)[CH2:34][C:35]([O:37][CH2:38][CH3:39])=[O:36])=[CH:31][C:26]=2[O:25][CH2:24][C:23]1=[O:46])[C:12]1[CH:17]=[CH:16][CH:15]=[CH:14][N+:13]=1[O-])=[O:10])[C:2]1[CH:7]=[CH:6][CH:5]=[CH:4][CH:3]=1>O1CCCC1.[Ti](Cl)(Cl)(Cl)Cl>[CH2:1]([O:8][C:9]([N:11]([CH2:19][CH2:20][CH2:21][N:22]1[C:27]2[CH:28]=[CH:29][C:30]([S:32][CH:33]([C:40]3[CH:45]=[CH:44][CH:43]=[CH:42][CH:41]=3)[CH2:34][C:35]([O:37][CH2:38][CH3:39])=[O:36])=[CH:31][C:26]=2[O:25][CH2:24][C:23]1=[O:46])[C:12]1[CH:17]=[CH:16][CH:15]=[CH:14][N:13]=1)=[O:10])[C:2]1[CH:3]=[CH:4][CH:5]=[CH:6][CH:7]=1. Procedure: To a solution of titanium (IV) chloride in tetrahydrofuran under nitrogen atmosphere, is added and equimolar amount of stannous chloride dihydrate, and the mixture is stirred 1 hour at room temperature. Then, a solution of ethyl 3-[(4-{3-[N-benzyloxycarbonyl-N-(1-oxido-2-pyridinyl)amino]propyl}-3-oxo-3,4-dihydro-2H-1,4-benzoxazin-7-yl)sulfanyl]-3-phenylpropanoate is added and the mixture heated 3 hours at 40° C. After evaporation of the solvent, ice and aqueous sodium bicarbonate are added, the ... Starting materials: Cc1ccccc1, CCOCC, S=C=Nc1ccc(Cl)cc1, COc1ccc(COc2cccnc2N)c(F)c1. Product: COc1ccc(COc2cccnc2NC(=S)Nc2ccc(Cl)cc2)c(F)c1. Reaction SMILES: [CH3:29][c:30]1[cH:31][cH:32][cH:33][cH:34][cH:35]1.[CH3:36][CH2:37][O:38][CH2:39][CH3:40].[Cl:19][c:20]1[cH:21][cH:22][c:23]([N:26]=[C:27]=[S:28])[cH:24][cH:25]1.[NH2:1][c:2]1[n:3][cH:4][cH:5][cH:6][c:7]1[O:8][CH2:9][c:10]1[c:11]([F:18])[cH:12][c:13]([O:16][CH3:17])[cH:14][cH:15]1>>[NH:1]([c:2]1[n:3][cH:4][cH:5][cH:6][c:7]1[O:8][CH2:9][c:10]1[c:11]([F:18])[cH:12][c:13]([O:16][CH3:17])[cH:14][cH:15]1)[C:27]([NH:26][c:23]1[cH:22][cH:21][c:20]([Cl:19])[cH:25][cH:24]1)=[S:28]. The reactants are [Cl-], [Cl-], [Cl-], ClCCl, CC(Oc1cc(NS(=O)(=O)N2CCC2)nc(SCc2cccc(F)c2F)n1)C1COC2(CCCCC2)O1, [Fe+3], O, O, O, O, O, O, O. Yields the product CC(Oc1cc(NS(=O)(=O)N2CCC2)nc(SCc2cccc(F)c2F)n1)C(O)CO. Reaction SMILES: [Cl-:48].[Cl-:50].[Cl-:51].[Cl:39][CH2:40][Cl:41].[F:1][c:2]1[c:3]([CH2:4][S:5][c:6]2[n:7][c:8]([O:20][CH:21]([CH3:22])[CH:23]3[O:24][C:25]4([O:26][CH2:27]3)[CH2:28][CH2:29][CH2:30][CH2:31][CH2:32]4)[cH:9][c:10]([NH:12][S:13](=[O:14])(=[O:15])[N:16]3[CH2:17][CH2:18][CH2:19]3)[n:11]2)[cH:33][cH:34][cH:35][c:36]1[F:37].[Fe+3:49].[OH2:38].[OH2:42].[OH2:43].[OH2:44].[OH2:45].[OH2:46].[OH2:47]>>[F:1][c:2]1[c:3]([CH2:4][S:5][c:6]2[n:7][c:8]([O:20][CH:21]([CH3:22])[CH:23]([OH:24])[CH2:27][OH:26])[cH:9][c:10]([NH:12][S:13](=[O:14])(=[O:15])[N:16]3[CH2:17][CH2:18][CH2:19]3)[n:11]2)[cH:33][cH:34][cH:35][c:36]1[F:37]. Starting materials: FC1=C(C#N)C=CC=N1 (2-fluoro-nicotinonitrile), CC1CNCC(O1)C (2,6-dimethyl-morpholine). Solvent: O1CCCC1 (tetrahydrofuran). The product is CC1CN(CC(O1)C)C1=C(C#N)C=CC=N1 (2-(2,6-dimethylmorpholin-4-yl)nicotinonitrile). Yield: 19.6%. As a reaction SMILES: F[C:2]1[N:9]=[CH:8][CH:7]=[CH:6][C:3]=1[C:4]#[N:5].[CH3:10][CH:11]1[O:16][CH:15]([CH3:17])[CH2:14][NH:13][CH2:12]1>O1CCCC1>[CH3:17][CH:15]1[O:16][CH:11]([CH3:10])[CH2:12][N:13]([C:2]2[N:9]=[CH:8][CH:7]=[CH:6][C:3]=2[C:4]#[N:5])[CH2:14]1. Procedure: A solution of 2-fluoro-nicotinonitrile (1.06 g, 8.69 mmol) and 2,6-dimethyl-morpholine (1.0 g, 8.69 mmol) in tetrahydrofuran (10 ml) was heated at 110° C. for 10 min in a microwave reactor. The reaction mixture was concentrated and purified by flash column chromatography using hexanes:ethylacetate (2:1) to yield 0.37 g (40%) of product. MS (ESI+) m/z 218 (M+H)+; Starting materials: CO, NC(=O)Nc1cccc([N+](=O)[O-])c1. Yields the product NC(=O)Nc1cccc(N)c1. RXN SMILES: [CH3:14][OH:15].[N+:1]([O-:2])(=[O:3])[c:4]1[cH:5][c:6]([NH:10][C:11](=[O:12])[NH2:13])[cH:7][cH:8][cH:9]1>>[NH2:1][c:4]1[cH:5][c:6]([NH:10][C:11](=[O:12])[NH2:13])[cH:7][cH:8][cH:9]1. Reactants: BrC=1C(=NC=CC1)OC1CCN(CC1)C(=O)OC(C)(C)C (tert-butyl 4-((3-bromopyridin-2-yl)oxy)piperidine-1-carboxylate), N1CCOCC1 (morpholine), CC(C)([O-])C.[Na+] (sodium tert-butoxide). Reagents/catalysts: C=1C=CC(=CC1)/C=C/C(=O)/C=C/C2=CC=CC=C2.C=1C=CC(=CC1)/C=C/C(=O)/C=C/C2=CC=CC=C2.C=1C=CC(=CC1)/C=C/C(=O)/C=C/C2=CC=CC=C2.[Pd].[Pd] (Pd2(dba)3), C1(=CC=CC=C1)P(C1=C(C2=CC=CC=C2C=C1)C1=C(C=CC2=CC=CC=C12)P(C1=CC=CC=C1)C1=CC=CC=C1)C1=CC=CC=C1 (2,2′-bis(diphenylphosphino)-1,1′-binaphthyl). Product: O1CCN(CC1)C=1C(=NC=CC1)OC1CCN(CC1)C(=O)OC(C)(C)C (Tert-Butyl 4-((3-Morpholinopyridin-2-yl)Oxy)Piperidine-1-Carboxylate). Yield: 77.7%. RXN SMILES: Br[C:2]1[C:3]([O:8][CH:9]2[CH2:14][CH2:13][N:12]([C:15]([O:17][C:18]([CH3:21])([CH3:20])[CH3:19])=[O:16])[CH2:11][CH2:10]2)=[N:4][CH:5]=[CH:6][CH:7]=1.[NH:22]1[CH2:27][CH2:26][O:25][CH2:24][CH2:23]1.CC(C)([O-])C.[Na+]>C1C=CC(/C=C/C(/C=C/C2C=CC=CC=2)=O)=CC=1.C1C=CC(/C=C/C(/C=C/C2C=CC=CC=2)=O)=CC=1.C1C=CC(/C=C/C(/C=C/C2C=CC=CC=2)=O)=CC=1.[Pd].[Pd].C1(P(C2C=CC=CC=2)C2C=CC3C(=CC=CC=3)C=2C2C3C(=CC=CC=3)C=CC=2P(C2C=CC=CC=2)C2C=CC=CC=2)C=CC=CC=1>[O:25]1[CH2:26][CH2:27][N:22]([C:2]2[C:3]([O:8][CH:9]3[CH2:14][CH2:13][N:12]([C:15]([O:17][C:18]([CH3:21])([CH3:20])[CH3:19])=[O:16])[CH2:11][CH2:10]3)=[N:4][CH:5]=[CH:6][CH:7]=2)[CH2:23][CH2:24]1 |f:2.3,4.5.6.7.8|. Reported procedure: To a solution of tert-butyl 4-((3-bromopyridin-2-yl)oxy)piperidine-1-carboxylate (see PREPARATION P20.4; 4 g, 11.2 mmol), morpholine (1.46 g, 16.8 mmol), Pd2(dba)3 (513 mg, 0.56 mmol), 2,2′-bis(diphenylphosphino)-1,1′-binaphthyl (BINAP) (349 mg, 0.56 mmol), sodium tert-butoxide (t-BuONa) (2.15 g, 22.4 mmol) then the reaction mixture was stirred at 90° C. for overnight. The mixture was left to reach room temperature, then the reaction mixture was filtered through a pad of CELITE® and the filter c...